From a dataset of the Open Reaction Database (ORD), a public repository of structured organic reaction records. describe an organic reaction: reactants, conditions, products, and yield The reactants are C(C)(=O)O (acetic acid), FC=1C=C(C=CC1C)CC=1C(NNC1C)=O (4-[(3-Fluoro-4-methylphenyl)methyl]-1,2-dihydro-5-methyl-3H-pyrazol-3-one), C([O-])([O-])=O.[K+].[K+] (Potassium carbonate), C(C)(=O)OC(C)=O (Acetic anhydride). The solvent is O (water), CN(C=O)C (N,N-dimethyl-formamide). Run at time 30 minute. Product: C(C)(=O)N1NC(C(=C1C)CC1=CC(=C(C=C1)C)F)=O (1-acetyl-4-[(3-fluoro-4-methylphenyl)methyl]-1,2-dihydro-5-methyl-3H-pyrazol-3-one). Yield: 42.2%. RXN SMILES: [F:1][C:2]1[CH:3]=[C:4]([CH2:9][C:10]2[C:11](=[O:16])[NH:12][NH:13][C:14]=2[CH3:15])[CH:5]=[CH:6][C:7]=1[CH3:8].C(=O)([O-])[O-].[K+].[K+].[C:23](OC(=O)C)(=[O:25])[CH3:24].C(O)(=O)C>CN(C)C=O.O>[C:23]([N:13]1[C:14]([CH3:15])=[C:10]([CH2:9][C:4]2[CH:5]=[CH:6][C:7]([CH3:8])=[C:2]([F:1])[CH:3]=2)[C:11](=[O:16])[NH:12]1)(=[O:25])[CH3:24] |f:1.2.3|. Procedure details: 4-[(3-Fluoro-4-methylphenyl)methyl]-1,2-dihydro-5-methyl-3H-pyrazol-3-one (1.00 g) was suspended in N,N-dimethyl-formamide (5 mL) at room temperature. Potassium carbonate (0.376 g) was added to the suspension, and the mixture was stirred for 30 minutes. Acetic anhydride (0.486 g) was added to the reaction mixture in a dropwise manner at room temperature. The mixture was stirred at room temperature overnight and at 50° C. for 2 hours. The mixture was cooled to room temperature under stirring, the... The reactants are C(C=C)C1=C(C=CC(=C1)N1CCN(CC1)C1=CC=NC=C1)O (2-allyl-4-[4-(4-pyridyl)piperazin-1-yl]phenol), [H][H] (hydrogen). Reagents/catalysts: [Pd] (palladium charcoal). Solvent: Cl (hydrochloric acid), C(C)O (ethanol). Yields the product C(CC)C1=C(C=CC(=C1)N1CCN(CC1)C1=CC=NC=C1)O (2-n-propyl-4-[4-(4-pyridyl)piperazin-1-yl]phenol). The yield is 94.0%. Reaction SMILES: [CH2:1]([C:4]1[CH:9]=[C:8]([N:10]2[CH2:15][CH2:14][N:13]([C:16]3[CH:21]=[CH:20][N:19]=[CH:18][CH:17]=3)[CH2:12][CH2:11]2)[CH:7]=[CH:6][C:5]=1[OH:22])[CH:2]=[CH2:3].[H][H]>C(O)C.Cl.[Pd]>[CH2:1]([C:4]1[CH:9]=[C:8]([N:10]2[CH2:15][CH2:14][N:13]([C:16]3[CH:21]=[CH:20][N:19]=[CH:18][CH:17]=3)[CH2:12][CH2:11]2)[CH:7]=[CH:6][C:5]=1[OH:22])[CH2:2][CH3:3]. Procedure: The product from Example 134, step (ii) (0.74 g) in ethanol (25 ml) and 1N hydrochloric acid (2.5 ml) was hydrogenated at room temperature and atmospheric pressure over 10% palladium charcoal (0.15 g) until uptake of hydrogen was complete. Catalyst was removed by filtration through diatomaceous earth and the filtrate evaporated. The residue was triturated with a mixture of ethyl acetate (25 ml) and saturated sodium bicarbonate solution (25 ml) and the insoluble solid was filtered and washed with... The reactants are C1(CC1)N(C(OC(C)(C)C)=O)CC1=C(C(=CC(=C1)C=C)Cl)Cl (1,1-Dimethylethyl cyclopropyl[(2,3-dichloro-5-ethenylphenyl)methyl]carbamate), CC1(OBOC1(C)C)C (4,4,5,5-tetramethyl-1,3,2-dioxaborolane), B(=O)O[O-].[Na+] (sodium perborate), [Ir(COD)Cl]2, C1=CC=C(C=C1)P(CCCCP(C2=CC=CC=C2)C3=CC=CC=C3)C4=CC=CC=C4 (DPPB). Solvent: C1CCOC1 (THF). Run at time 12 hour. Product: C1(CC1)N(C(OC(C)(C)C)=O)CC1=C(C(=CC(=C1)CCO)Cl)Cl (1,1-Dimethylethyl cyclopropyl{[2,3-dichloro-5-(2-hydroxyethyl)phenyl]methyl}carbamate). Reaction SMILES: [CH:1]1([N:4]([CH2:12][C:13]2[CH:18]=[C:17]([CH:19]=[CH2:20])[CH:16]=[C:15]([Cl:21])[C:14]=2[Cl:22])[C:5](=[O:11])[O:6][C:7]([CH3:10])([CH3:9])[CH3:8])[CH2:3][CH2:2]1.C1C=CC(P(C2C=CC=CC=2)CCCCP(C2C=CC=CC=2)C2C=CC=CC=2)=CC=1.CC1(C)C(C)(C)OB[O:55]1.B(O[O-])=O.[Na+]>C1COCC1>[CH:1]1([N:4]([CH2:12][C:13]2[CH:18]=[C:17]([CH2:19][CH2:20][OH:55])[CH:16]=[C:15]([Cl:21])[C:14]=2[Cl:22])[C:5](=[O:11])[O:6][C:7]([CH3:8])([CH3:9])[CH3:10])[CH2:3][CH2:2]1 |f:3.4|. Reported procedure: 1,1-Dimethylethyl cyclopropyl[(2,3-dichloro-5-ethenylphenyl)methyl]carbamate (1 eq.) from the previous step, [Ir(COD)Cl]2 (0.025 eq.) and DPPB (0.05 eq.) were combined in THF (0.11 M). To this solution was then added 4,4,5,5-tetramethyl-1,3,2-dioxaborolane (1.3 eq.) and the resulting red solution was stirred at RT for 12 h. Finally, sodium perborate (0.1 M aqueous solution, 1 eq.) was added and the now black biphasic solution was vigorously stirred at RT for another 12 h. The aqueous layer was s... Reactants: C1=CC(=NC=C1CO)Cl (6-chloro-3-pyridinecarbinol), O1CCOCC1 (dioxan), O1CCCC=C1 (3,4-dihydro-2H-pyran), C(C)NCC (diethylamine). The reagents and catalysts are O.C1(=CC=C(C=C1)S(=O)(=O)O)C (p-toluenesulphonic acid monohydrate). Run in C(C)OCC (diethyl ether). Run at temperature 55 celsius, time 2 hour. The product is ClC1=NC=C(C=C1)COC1OCCCC1 (2-chloro-5-[(tetrahydro-2-pyranyloxy)methyl]pyridine). Yield: 124.3%. Reaction SMILES: [CH:1]1[C:6]([CH2:7][OH:8])=[CH:5][N:4]=[C:3]([Cl:9])[CH:2]=1.O1CCOCC1.[O:16]1[CH:21]=[CH:20][CH2:19][CH2:18][CH2:17]1.C(NCC)C>C(OCC)C.O.C1(C)C=CC(S(O)(=O)=O)=CC=1>[Cl:9][C:3]1[CH:2]=[CH:1][C:6]([CH2:7][O:8][CH:17]2[CH2:18][CH2:19][CH2:20][CH2:21][O:16]2)=[CH:5][N:4]=1 |f:5.6|. Procedure: A mixture of 44.3 g of 6-chloro-3-pyridinecarbinol, 300 ml of dioxan and 104.3 g of 3,4-dihydro-2H-pyran was treated with 3 g of p-toluenesulphonic acid monohydrate and stirred at 55° C. for 2 hours. The reaction mixture was treated with 10 ml of diethylamine and, after cooling, taken up in diethyl ether. Repeated washing with water, drying over sodium sulphate and concentration in a vacuum yielded 87.3 g of crude 2-chloro-5-[(tetrahydro-2-pyranyloxy)methyl]pyridine.